The task is: describe an organic reaction: reactants, conditions, products, and yield. This data is from the Open Reaction Database (ORD), a public repository of structured organic reaction records. The reactants are BrC(Br)(Br)Br, ClCCl, Cc1cccc2nc(SCc3ccc(C(=O)N4CCC(CO)CC4)cc3)n(C)c(=O)c12, c1ccc(P(c2ccccc2)c2ccccc2)cc1. The product is Cc1cccc2nc(SCc3ccc(C(=O)N4CCC(CBr)CC4)cc3)n(C)c(=O)c12. Reaction SMILES: [C:32]([Br:33])([Br:34])([Br:35])[Br:36].[Cl:56][CH2:57][Cl:58].[OH:1][CH2:2][CH:3]1[CH2:4][CH2:5][N:6]([C:9](=[O:10])[c:11]2[cH:12][cH:13][c:14]([CH2:15][S:16][c:17]3[n:18][c:19]4[cH:20][cH:21][cH:22][c:23]([CH3:29])[c:24]4[c:25](=[O:28])[n:26]3[CH3:27])[cH:30][cH:31]2)[CH2:7][CH2:8]1.[c:37]1([P:38]([c:39]2[cH:40][cH:41][cH:42][cH:43][cH:44]2)[c:45]2[cH:46][cH:47][cH:48][cH:49][cH:50]2)[cH:51][cH:52][cH:53][cH:54][cH:55]1>>[CH2:2]([CH:3]1[CH2:4][CH2:5][N:6]([C:9](=[O:10])[c:11]2[cH:12][cH:13][c:14]([CH2:15][S:16][c:17]3[n:18][c:19]4[cH:20][cH:21][cH:22][c:23]([CH3:29])[c:24]4[c:25](=[O:28])[n:26]3[CH3:27])[cH:30][cH:31]2)[CH2:7][CH2:8]1)[Br:33]. Reactants: NCC1CCC(CC1)(C1=CC=CC=C1)N(C)C ((4-aminomethyl-1-phenylcyclohexyl)dimethylamine), [Cl-].COC1=NC(=NC(=N1)OC)[N+]1(CCOCC1)C (4-(4,6-dimethoxy-1,3,5-triazin-2-yl)-4-methylmorpholinium chloride), N1C=C(C2=CC=CC=C12)CCCCCC(=O)O (6-(1H-indol-3-yl)hexanoic acid). Run in CO (methanol). Conditions: time 24 hour. Product: CN(C1(CCC(CC1)CNC(CCCCCC1=CNC2=CC=CC=C12)=O)C1=CC=CC=C1)C (6-(1H-indol-3-yl)hexanoic acid (4-dimethylamino-4-phenylcyclohexylmethyl)amide). The yield is 59.7%. Reaction SMILES: [NH2:1][CH2:2][CH:3]1[CH2:8][CH2:7][C:6]([N:15]([CH3:17])[CH3:16])([C:9]2[CH:14]=[CH:13][CH:12]=[CH:11][CH:10]=2)[CH2:5][CH2:4]1.[Cl-].COC1N=C(OC)N=C([N+]2(C)CCOCC2)N=1.[NH:36]1[C:44]2[C:39](=[CH:40][CH:41]=[CH:42][CH:43]=2)[C:38]([CH2:45][CH2:46][CH2:47][CH2:48][CH2:49][C:50](O)=[O:51])=[CH:37]1>CO>[CH3:16][N:15]([CH3:17])[C:6]1([C:9]2[CH:10]=[CH:11][CH:12]=[CH:13][CH:14]=2)[CH2:5][CH2:4][CH:3]([CH2:2][NH:1][C:50](=[O:51])[CH2:49][CH2:48][CH2:47][CH2:46][CH2:45][C:38]2[C:39]3[C:44](=[CH:43][CH:42]=[CH:41][CH:40]=3)[NH:36][CH:37]=2)[CH2:8][CH2:7]1 |f:1.2|. Reported procedure: The non-polar diastereoisomer of (4-aminomethyl-1-phenylcyclohexyl)dimethylamine (232 mg, 1.0 mmol.) and 4-(4,6-dimethoxy-1,3,5-triazin-2-yl)-4-methylmorpholinium chloride (415 mg, 1.5 mmol.) were added to a solution of 6-(1H-indol-3-yl)hexanoic acid (231 mg, 1.0 mmol.) in abs. methanol, and stirring was carried out for 24 h at RT. For working up, the mixture was concentrated and the residue was suspended in water (10 ml), adjusted to pH 11 with 5M NaOH and extracted with EE (4×10 ml). The combi... Starting materials: Cl.C(C)(=O)C1=CC=C(C=C1)N1CCN(CC1)CC(=O)O (2-(4-(4-acetylphenyl)piperazin-1-yl)acetic acid hydrochloride), N[C@H](C(=O)NC1=CC=C(C=C1)OC1=CC=C(C=C1)F)COCC1=CC=CC=C1 ((S)-2-amino-3-(benzyloxy)-N-(4-(4-fluorophenoxy)phenyl)propanamide). Yields the product Compound 229, C(C)(=O)C1=CC=C(C=C1)N1CCN(CC1)CC(=O)N[C@H](C(=O)NC1=CC=C(C=C1)OC1=CC=C(C=C1)F)COCC1=CC=CC=C1 ((S)-2-(2-(4-(4-acetylphenyl)piperazin-1-yl)acetamido)-3-(benzyloxy)-N-(4-(4-fluorophenoxy)phenyl)propanamide). Yield: 20.4%. As a reaction SMILES: Cl.[C:2]([C:5]1[CH:10]=[CH:9][C:8]([N:11]2[CH2:16][CH2:15][N:14]([CH2:17][C:18]([OH:20])=O)[CH2:13][CH2:12]2)=[CH:7][CH:6]=1)(=[O:4])[CH3:3].[NH2:21][C@@H:22]([CH2:40][O:41][CH2:42][C:43]1[CH:48]=[CH:47][CH:46]=[CH:45][CH:44]=1)[C:23]([NH:25][C:26]1[CH:31]=[CH:30][C:29]([O:32][C:33]2[CH:38]=[CH:37][C:36]([F:39])=[CH:35][CH:34]=2)=[CH:28][CH:27]=1)=[O:24]>>[C:2]([C:5]1[CH:6]=[CH:7][C:8]([N:11]2[CH2:12][CH2:13][N:14]([CH2:17][C:18]([NH:21][C@@H:22]([CH2:40][O:41][CH2:42][C:43]3[CH:44]=[CH:45][CH:46]=[CH:47][CH:48]=3)[C:23]([NH:25][C:26]3[CH:27]=[CH:28][C:29]([O:32][C:33]4[CH:38]=[CH:37][C:36]([F:39])=[CH:35][CH:34]=4)=[CH:30][CH:31]=3)=[O:24])=[O:20])[CH2:15][CH2:16]2)=[CH:9][CH:10]=1)(=[O:4])[CH3:3] |f:0.1|. Reported procedure: Proceeding as in Example 1, but substituting 2-(4-(4-acetylphenyl)piperazin-1-yl)acetic acid hydrochloride and (S)-2-amino-3-(benzyloxy)-N-(4-(4-fluorophenoxy)phenyl)propanamide, gave Compound 229, (S)-2-(2-(4-(4-acetylphenyl)piperazin-1-yl)acetamido)-3-(benzyloxy)-N-(4-(4-fluorophenoxy)phenyl)propanamide (10.2 mg, 20.4%). 1H-NMR (400 MHz, DMSO-D6): σ 10.23 (s, 1H), 8.04 (d, 1H), 7.81 (d, 2H), 7.60 (d, 2H), 7.23 (m, 7H), 7.01 (m, 6H), 4.71 (m, 1H), 4.52 (s, 2H), 3.74 (m, 1H), 3.33 (m, 5H), 3.07 ... Starting materials: NC1=NC=C(C=N1)Br (2-amino-5-bromopyrimidine), CC(C)C1=CC(=C(C(=C1)C(C)C)C2=C(C=CC=C2)P(C3CCCCC3)C4CCCCC4)C(C)C (X—PHOS), CC(C)C1=CC(=C(C(=C1)C(C)C)C2=C(C=CC=C2)P(C3CCCCC3)C4CCCCC4)C(C)C (X—PHOS), [Cl-].C(C)(C)(C)OC(C[Zn+])=O (2-(tert-butoxy)-2-oxoethylzinc chloride). The reagents and catalysts are C=1C=CC(=CC1)/C=C/C(=O)/C=C/C2=CC=CC=C2.C=1C=CC(=CC1)/C=C/C(=O)/C=C/C2=CC=CC=C2.C=1C=CC(=CC1)/C=C/C(=O)/C=C/C2=CC=CC=C2.[Pd].[Pd] (tris(dibenzylideneacetone)dipalladium(0)), C=1C=CC(=CC1)/C=C/C(=O)/C=C/C2=CC=CC=C2.C=1C=CC(=CC1)/C=C/C(=O)/C=C/C2=CC=CC=C2.C=1C=CC(=CC1)/C=C/C(=O)/C=C/C2=CC=CC=C2.[Pd].[Pd] (tris(dibenzylideneacetone)dipalladium(0)). Solvent: C1CCOC1 (THF). Reaction conditions: temperature 60 celsius. Product: NC1=NC=C(C=N1)CC(=O)OC(C)(C)C (tert-butyl (2-aminopyrimidin-5-yl)acetate). As a reaction SMILES: [NH2:1][C:2]1[N:7]=[CH:6][C:5](Br)=[CH:4][N:3]=1.CC(C1C=C(C(C)C)C(C2C=CC=CC=2P(C2CCCCC2)C2CCCCC2)=C(C(C)C)C=1)C.[Cl-].[C:44]([O:48][C:49](=[O:52])[CH2:50][Zn+])([CH3:47])([CH3:46])[CH3:45]>C1C=CC(/C=C/C(/C=C/C2C=CC=CC=2)=O)=CC=1.C1C=CC(/C=C/C(/C=C/C2C=CC=CC=2)=O)=CC=1.C1C=CC(/C=C/C(/C=C/C2C=CC=CC=2)=O)=CC=1.[Pd].[Pd].C1COCC1>[NH2:1][C:2]1[N:7]=[CH:6][C:5]([CH2:50][C:49]([O:48][C:44]([CH3:47])([CH3:46])[CH3:45])=[O:52])=[CH:4][N:3]=1 |f:2.3,4.5.6.7.8|. Procedure: A 1 L RB flask was charged with 2-amino-5-bromopyrimidine (8.75 g, 50.3 mmol). THF (262 ml) was added followed by tris(dibenzylideneacetone)dipalladium(0) (0.94 g, 1.027 mmol), X—PHOS (0.978 g, 2.05 mmol) and 2-(tert-butoxy)-2-oxoethylzinc chloride (262 mL, 131 mmol). It was heated at 60° C. (oil bath temperature) overnight. An additional tris(dibenzylideneacetone)dipalladium(0) (500 mg, 0.546 mmol) was added followed by X—PHOS (520 mg, 1.09 mmol). The reaction mixture was heated at reflux for 4...